From a dataset of the Open Reaction Database (ORD), a public repository of structured organic reaction records. describe an organic reaction: reactants, conditions, products, and yield Solvent: C(C)OC(C)=O (ethylacetate). Reported procedure: A solution of 930 mg (1.68 mmol) of N-(4-benzyloxy-benzyl)-5-chloro-2-methylamino-N-[2-(3-trifluoromethyl-phenyl)-ethyl]-benzamide (2 mmol) in 30 ml ethylacetate was hydrogenated over 300 mg of 5% Pd—C for 4 hours at RT. After completion of the reaction, the suspension was filtered, the catalyst washed with additional ethyl acetate and the filtrate was concentrated in vacuo. The residue was purified by column chromatography (silica gel; heptane/-EtOAc 3:1) to give 339 mg 5-chloro-N-(4-hydroxy-be... Reaction SMILES: C([O:8][C:9]1[CH:39]=[CH:38][C:12]([CH2:13][N:14]([CH2:26][CH2:27][C:28]2[CH:33]=[CH:32][CH:31]=[C:30]([C:34]([F:37])([F:36])[F:35])[CH:29]=2)[C:15](=[O:25])[C:16]2[CH:21]=[C:20]([Cl:22])[CH:19]=[CH:18][C:17]=2[NH:23][CH3:24])=[CH:11][CH:10]=1)C1C=CC=CC=1>C(OC(=O)C)C.[Pd]>[Cl:22][C:20]1[CH:19]=[CH:18][C:17]([NH:23][CH3:24])=[C:16]([CH:21]=1)[C:15]([N:14]([CH2:13][C:12]1[CH:11]=[CH:10][C:9]([OH:8])=[CH:39][CH:38]=1)[CH2:26][CH2:27][C:28]1[CH:33]=[CH:32][CH:31]=[C:30]([C:34]([F:37])([F:35])[F:36])[CH:29]=1)=[O:25]. The reagents and catalysts are [Pd] (Pd—C). The product is ClC=1C=CC(=C(C(=O)N(CCC2=CC(=CC=C2)C(F)(F)F)CC2=CC=C(C=C2)O)C1)NC (5-chloro-N-(4-hydroxy-benzyl)-2-methylamino-N-[2-(3-trifluoromethyl-phenyl)-ethyl]-benzamide). The reactants are C(C1=CC=CC=C1)OC1=CC=C(CN(C(C2=C(C=CC(=C2)Cl)NC)=O)CCC2=CC(=CC=C2)C(F)(F)F)C=C1 (N-(4-benzyloxy-benzyl)-5-chloro-2-methylamino-N-[2-(3-trifluoromethyl-phenyl)-ethyl]-benzamide). The yield is 43.6%. Reactants: C(C)(=O)O[BH-](OC(C)=O)OC(C)=O.[Na+] (sodium triacetoxy borohydride), BrC1=NC=CC(=C1)C=O (2-bromo-4-formylpyridine), Cl.C1(CCCCC1)NC(=O)C1CCNCC1 (piperidine-4-carboxylic acid cyclohexylamide hydrochloride), CCN(C(C)C)C(C)C (DIPEA), C(=O)(O)[O-].[Na+] (NaHCO3). Solvent: C(Cl)Cl (DCM). Conditions: time 18 hour. The product is C1(CCCCC1)NC(=O)C1CCN(CC1)CC1=CC(=NC=C1)Br (1-(2-Bromo-pyridin-4-ylmethyl)-piperidine-4-carboxylic acid cyclohexylamide). The yield is 57.7%. Reaction SMILES: [Br:1][C:2]1[CH:7]=[C:6]([CH:8]=O)[CH:5]=[CH:4][N:3]=1.Cl.[CH:11]1([NH:17][C:18]([CH:20]2[CH2:25][CH2:24][NH:23][CH2:22][CH2:21]2)=[O:19])[CH2:16][CH2:15][CH2:14][CH2:13][CH2:12]1.CCN(C(C)C)C(C)C.C(O[BH-](OC(=O)C)OC(=O)C)(=O)C.[Na+].C([O-])(O)=O.[Na+]>C(Cl)Cl>[CH:11]1([NH:17][C:18]([CH:20]2[CH2:21][CH2:22][N:23]([CH2:8][C:6]3[CH:5]=[CH:4][N:3]=[C:2]([Br:1])[CH:7]=3)[CH2:24][CH2:25]2)=[O:19])[CH2:12][CH2:13][CH2:14][CH2:15][CH2:16]1 |f:1.2,4.5,6.7|. Procedure details: A mixture of 2-bromo-4-formylpyridine (1 g, 5.38 mmol), piperidine-4-carboxylic acid cyclohexylamide hydrochloride J-1 (1.327 g, 5.38 mmol) and DIPEA (2.78 mL, 16.13 mmol) in DCM (25 mL) is treated with sodium triacetoxy borohydride (2.28 g, 10.75 mmol) in 5 portions over 20 min. and the reaction mixture is stirred for 18 h at RT. Aq. sat. NaHCO3 (25 mL) is added and the mixture is stirred for 30 min. The phases are separated and the aqueous phase is extracted twice with DCM (25 mL). The combine...